This data is from the Open Reaction Database (ORD), a public repository of structured organic reaction records. The task is: describe an organic reaction: reactants, conditions, products, and yield The reactants are ClC=1C=2N(C=CN1)N=C(N2)NC2=CC(=CC(=C2)OC)OC ((8-chloro-[1,2,4]triazolo[1,5-a]pyrazine-2-yl]-(3,5-dimethoxy-phenyl)-amine), NCC=1C=C(C=CC1)B(O)O (3-aminomethylphenyl boronic acid), C([O-])([O-])=O.[Na+].[Na+] (sodium carbonate). The reagents and catalysts are Cl[Pd]([P](C1=CC=CC=C1)(C2=CC=CC=C2)C3=CC=CC=C3)([P](C4=CC=CC=C4)(C5=CC=CC=C5)C6=CC=CC=C6)Cl (dichlorobis(triphenyl-phospine)palladium (II)). Run in C(OC)COC (dimethoxy ethane), O (water). Run at temperature 120 celsius. The product is NCC=1C=C(C=CC1)C=1C=2N(C=CN1)N=C(N2)NC2=CC(=CC(=C2)OC)OC ([8-(3-Aminomethyl-phenyl)-[1,2,4]triazolo[1,5-a]pyrazin-2-yl]-(3,5-dimethoxy-phenyl)-amine). RXN SMILES: Cl[C:2]1[C:3]2[N:4]([N:8]=[C:9]([NH:11][C:12]3[CH:17]=[C:16]([O:18][CH3:19])[CH:15]=[C:14]([O:20][CH3:21])[CH:13]=3)[N:10]=2)[CH:5]=[CH:6][N:7]=1.[NH2:22][CH2:23][C:24]1[CH:25]=[C:26](B(O)O)[CH:27]=[CH:28][CH:29]=1.C(=O)([O-])[O-].[Na+].[Na+]>C(COC)OC.O.Cl[Pd](Cl)([P](C1C=CC=CC=1)(C1C=CC=CC=1)C1C=CC=CC=1)[P](C1C=CC=CC=1)(C1C=CC=CC=1)C1C=CC=CC=1>[NH2:22][CH2:23][C:24]1[CH:29]=[C:28]([C:2]2[C:3]3[N:4]([N:8]=[C:9]([NH:11][C:12]4[CH:17]=[C:16]([O:18][CH3:19])[CH:15]=[C:14]([O:20][CH3:21])[CH:13]=4)[N:10]=3)[CH:5]=[CH:6][N:7]=2)[CH:27]=[CH:26][CH:25]=1 |f:2.3.4,^1:48,67|. Procedure details: To a solution of (8-chloro-[1,2,4]triazolo[1,5-a]pyrazine-2-yl]-(3,5-dimethoxy-phenyl)-amine (0.2 g, 0.65 mmol, 1 eq) in a mixture of dimethoxy ethane (3 ml) and water (1 ml), 3-aminomethylphenyl boronic acid (0.28 g, 1.31 mmol, 2 eq), sodium carbonate (0.14 g, 1.31 mmol, 2 eq)) and dichlorobis(triphenyl-phospine)palladium (II) (0.023 g, 0.03 mmol, 5%) are taken in a microwave vial and heated at 120° C. for 2 hours. The reaction mixture is concentrated and the residue is taken in dichloromethane... Starting materials: COC(=O)C=1C(=C2C=C(C(N(C2=CN1)CC1=CC=CC=C1)=O)C=1C=NC(=NC1)N(C)C)O (1-benzyl-3-(2-dimethylamino-pyrimidin-5-yl)-5-hydroxy-2-oxo-1,2-dihydro-[1,7]naphthyridine-6-carboxylic acid methyl ester), [OH-].[Na+] (NaOH), Cl.COC(CCN)=O (β-Alanine methyl ester HCl salt), CCN(C(C)C)C(C)C (Hunig's base), C=1C=CC2=C(C1)N=NN2O (HOBt), C(CCl)Cl (EDC). Run in CO (MeOH), C1CCOC1 (THF). Conditions: time 16 hour. Yields the product COC(CCNC(=O)C=1C(=C2C=C(C(N(C2=CN1)CC1=CC=CC=C1)=O)C=1C=NC(=NC1)N(C)C)O)=O (3-{[1-Benzyl-3-(2-dimethylamino-pyrimidin-5-yl)-5-hydroxy-2-oxo-1,2-dihydro-[1,7]naphthyridine-6-carbonyl]-amino}-propionic acid methyl ester). The yield is 85.3%. RXN SMILES: CO[C:3]([C:5]1[C:6]([OH:32])=[C:7]2[C:12](=[CH:13][N:14]=1)[N:11]([CH2:15][C:16]1[CH:21]=[CH:20][CH:19]=[CH:18][CH:17]=1)[C:10](=[O:22])[C:9]([C:23]1[CH:24]=[N:25][C:26]([N:29]([CH3:31])[CH3:30])=[N:27][CH:28]=1)=[CH:8]2)=[O:4].[OH-].[Na+].C1C=CC2N(O)N=NC=2C=1.C(Cl)CCl.Cl.[CH3:50][O:51][C:52](=[O:56])[CH2:53][CH2:54][NH2:55].CCN(C(C)C)C(C)C>CO.C1COCC1>[CH3:50][O:51][C:52](=[O:56])[CH2:53][CH2:54][NH:55][C:3]([C:5]1[C:6]([OH:32])=[C:7]2[C:12](=[CH:13][N:14]=1)[N:11]([CH2:15][C:16]1[CH:21]=[CH:20][CH:19]=[CH:18][CH:17]=1)[C:10](=[O:22])[C:9]([C:23]1[CH:28]=[N:27][C:26]([N:29]([CH3:31])[CH3:30])=[N:25][CH:24]=1)=[CH:8]2)=[O:4] |f:1.2,5.6|. Reported procedure: A mixture of 1-benzyl-3-(2-dimethylamino-pyrimidin-5-yl)-5-hydroxy-2-oxo-1,2-dihydro-[1,7]naphthyridine-6-carboxylic acid methyl ester (30 mg, 0.07 mmol), 2 M NaOH (4 mL, THF (4 mL) and MeOH (4 mL) was stirred at r.t. for 16 h. The resulting mixture was concentrated to dryness, and diluted with water (5 mL). 1 M HCl was added until pH was about 4, and the resulting precipitate was isolated by filtration and dried under high vacuum. The crude solid was dissolved in CH2Cl2, and HOBt (12 mg, 0.09 m... Starting materials: [OH-].[Ca+2].[OH-] (calcium hydroxide), [O-2].[Zn+2] (zinc oxide), [O-2].[Zn+2] (zinc oxide), [O-2].[Zn+2] (zinc oxide), [OH-].[Ca+2].[OH-] (calcium hydroxide), C(C(O)CC(=O)O)(=O)O (malic acid), C(C(O)CC(=O)O)(=O)O (malic acid), [OH-].[Ca+2].[OH-] (calcium hydroxide). The solvent is O (water), O (water), O (water). Yields the product C(C(O)CC(=O)O)(=O)O (malic acid), C(C(O)CC(=O)[O-])(=O)[O-].[Zn+2].O[Ca]O (dihydroxycalcium zinc malate), C(C(O)CC(=O)[O-])(=O)[O-] (malate). RXN SMILES: [C:1]([OH:9])(=[O:8])[CH:2]([CH2:4][C:5]([OH:7])=[O:6])[OH:3].[O-2:10].[Zn+2:11].[OH-:12].[Ca+2:13].[OH-]>O>[C:1]([OH:9])(=[O:8])[CH:2]([CH2:4][C:5]([OH:7])=[O:6])[OH:3].[C:1]([O-:9])(=[O:8])[CH:2]([CH2:4][C:5]([O-:7])=[O:6])[OH:3].[Zn+2:11].[OH:10][Ca:13][OH:12].[C:1]([O-:9])(=[O:8])[CH:2]([CH2:4][C:5]([O-:7])=[O:6])[OH:3] |f:1.2,3.4.5,8.9.10|. Procedure: An aqueous solution of malic acid was prepared by mixing 134.09 g of malic acid with 50 mL of water. An aqueous solution of zinc oxide was also prepared in a separate container by thoroughly mixing 81.38 g of zinc oxide in 25 mL of water. An aqueous solution of calcium hydroxide was also prepared in a separate container by thoroughly mixing 74.09 g of calcium hydroxide in 25 mL of water. The zinc oxide solution and the calcium hydroxide solution were then slowly added to the malic acid solution.... Starting materials: CCO, NN, O=C1c2ccccc2C(=O)N1CCc1ccc(N2CCOCC2)cc1, O. Yields the product NCCc1ccc(N2CCOCC2)cc1. As a reaction SMILES: [CH3:29][CH2:30][OH:31].[NH2:27][NH2:28].[O:1]1[CH2:2][CH2:3][N:4]([c:7]2[cH:8][cH:9][c:10]([CH2:13][CH2:14][N:15]3[C:16](=[O:17])[c:18]4[c:19]([cH:20][cH:21][cH:22][cH:23]4)[C:24]3=[O:25])[cH:11][cH:12]2)[CH2:5][CH2:6]1.[OH2:26]>>[O:1]1[CH2:2][CH2:3][N:4]([c:7]2[cH:8][cH:9][c:10]([CH2:13][CH2:14][NH2:15])[cH:11][cH:12]2)[CH2:5][CH2:6]1. Starting materials: C[O-].[Na+] (sodium methoxide), [Na] (sodium), NCC1CN(CC1)C1=C(C=C2C(C(=CN(C2=C1F)C1CC1)C(=O)O)=O)F (7-(3-aminomethyl-1-pyrrolidinyl)-1-cyclopropyl-6,8-difluoro-1,4-dihydro-4-oxo-3-quinolinecarboxylic acid). The solvent is CO (methanol). Run at time 86 hour. The product is NCC1CN(CC1)C1=C(C=C2C(C(=CN(C2=C1OC)C1CC1)C(=O)O)=O)F (7-(3-aminomethyl-1-pyrrolidinyl)-1-cyclopropyl-6-fluoro-1,4-dihydro-8-methoxy-4-oxo-3-quinolinecarboxylic acid). As a reaction SMILES: [CH3:1][O-:2].[Na+].[Na].[NH2:5][CH2:6][CH:7]1[CH2:11][CH2:10][N:9]([C:12]2[C:21](F)=[C:20]3[C:15]([C:16](=[O:29])[C:17]([C:26]([OH:28])=[O:27])=[CH:18][N:19]3[CH:23]3[CH2:25][CH2:24]3)=[CH:14][C:13]=2[F:30])[CH2:8]1>CO>[NH2:5][CH2:6][CH:7]1[CH2:11][CH2:10][N:9]([C:12]2[C:21]([O:2][CH3:1])=[C:20]3[C:15]([C:16](=[O:29])[C:17]([C:26]([OH:28])=[O:27])=[CH:18][N:19]3[CH:23]3[CH2:25][CH2:24]3)=[CH:14][C:13]=2[F:30])[CH2:8]1 |f:0.1,^1:3|. Procedure: To a solution of sodium methoxide prepare from sodium (0.2 g) and absolute methanol (9 ml) was added 7-(3-aminomethyl-1-pyrrolidinyl)-1-cyclopropyl-6,8-difluoro-1,4-dihydro-4-oxo-3-quinolinecarboxylic acid (0.5 g) and the mixture in sealed tube was stirred for 86 hours at 140° to 150° C. and then concentrated. Small amount of water was added to the residue, and the solution was adjusted pH 7 with acetic acid and then concentrated. The resulting residue was purified by silica gel column chromatog... The reactants are BrC=1SC(=C(C1C(=O)N[C@@H](C)C1=CC=C(C(=O)OC)C=C1)CC1=CC(=CC=C1)Cl)Br (methyl 4-[(1S)-1-({[2,5-dibromo-4-(3-chlorobenzyl)-3-thienyl]carbonyl}amino)ethyl]benzoate). Run in CCOC(=O)C.CCCCCC (EtOAc hexane). The product is crude product, BrC=1SC(=C(C1C(=O)N[C@@H](C)C1=CC=C(C(=O)O)C=C1)CC1=CC(=CC=C1)Cl)Br (4-[(1S)-1-({[2,5-dibromo-4-(3-chlorobenzyl)-3-thienyl]carbonyl}amino)ethyl]benzoic acid). Reaction SMILES: [Br:1][C:2]1[S:3][C:4]([Br:30])=[C:5]([CH2:22][C:23]2[CH:28]=[CH:27][CH:26]=[C:25]([Cl:29])[CH:24]=2)[C:6]=1[C:7]([NH:9][C@H:10]([C:12]1[CH:21]=[CH:20][C:15]([C:16]([O:18]C)=[O:17])=[CH:14][CH:13]=1)[CH3:11])=[O:8]>CCOC(C)=O.CCCCCC>[Br:1][C:2]1[S:3][C:4]([Br:30])=[C:5]([CH2:22][C:23]2[CH:28]=[CH:27][CH:26]=[C:25]([Cl:29])[CH:24]=2)[C:6]=1[C:7]([NH:9][C@H:10]([C:12]1[CH:13]=[CH:14][C:15]([C:16]([OH:18])=[O:17])=[CH:20][CH:21]=1)[CH3:11])=[O:8] |f:1.2|. Procedure: Methyl 4-[(1S)-1-({[2,5-dibromo-4-(3-chlorobenzyl)-3-thienyl]carbonyl}amino)ethyl]benzoate from Example 5, Step 1 (27.0 mg, 0.0472 mmol) was reacted under conditions similar to Example 1, Step 11. After trituration of the crude product in 1:9 EtOAc/hexane, the desired product was obtained as a white solid. MS (−APCI): m/z 554 (M−1)−.